Dataset: the Open Reaction Database (ORD), a public repository of structured organic reaction records. Task: describe an organic reaction: reactants, conditions, products, and yield Reactants: Cl.CC1=CC=C(C=C1)CCOCCN (2-[2-(4-methylphenyl)ethoxy]ethanamine hydrochloride), ClS(=O)(=O)CCC(=O)OC (methyl 3-(chlorosulphonyl)propanoate). Solvent: ClCCl (dichloromethane). The product is CC1=CC=C(C=C1)CCOCCNS(=O)(=O)CCC(=O)OC (Methyl 3-[2-[2-(4-methylphenyl)ethoxy]ethylaminosulphonyl]propanoate). Isolated yield 46.6%. Reaction SMILES: Cl.[CH3:2][C:3]1[CH:8]=[CH:7][C:6]([CH2:9][CH2:10][O:11][CH2:12][CH2:13][NH2:14])=[CH:5][CH:4]=1.Cl[S:16]([CH2:19][CH2:20][C:21]([O:23][CH3:24])=[O:22])(=[O:18])=[O:17]>ClCCl>[CH3:2][C:3]1[CH:4]=[CH:5][C:6]([CH2:9][CH2:10][O:11][CH2:12][CH2:13][NH:14][S:16]([CH2:19][CH2:20][C:21]([O:23][CH3:24])=[O:22])(=[O:18])=[O:17])=[CH:7][CH:8]=1 |f:0.1|. Procedure: The subtitle compound (2.49 g) was prepared according to the procedure in example 5 part d using 2-[2-(4-methylphenyl)ethoxy]ethanamine hydrochloride (3.5 g) triethylamine 4.74 ml) methyl 3-(chlorosulphonyl)propanoate (3.08 g), and dichloromethane (80 ml). Reactants: C(C)(C)(C)OC(=O)N1[C@@H](C[C@H](C1)O)C(=O)O ((2S,4R)-1-(tert-butoxycarbonyl)-4-hydroxypyrrolidine-2-carboxylic acid), FC1=CC=C(OC2=CC=C(N)C=C2)C=C1 (4-(4-fluorophenoxy)aniline). Yields the product FC1=CC=C(OC2=CC=C(C=C2)NC(=O)[C@H]2N(C[C@@H](C2)O)C(=O)OC(C)(C)C)C=C1 ((2S,4R)-tert-butyl 2-(4-(4-fluorophenoxy)phenylcarbamoyl)-4-hydroxypyrrolidine-1-carboxylate). RXN SMILES: [C:1]([O:5][C:6]([N:8]1[CH2:12][C@H:11]([OH:13])[CH2:10][C@H:9]1[C:14]([OH:16])=O)=[O:7])([CH3:4])([CH3:3])[CH3:2].[F:17][C:18]1[CH:31]=[CH:30][C:21]([O:22][C:23]2[CH:29]=[CH:28][C:26]([NH2:27])=[CH:25][CH:24]=2)=[CH:20][CH:19]=1>>[F:17][C:18]1[CH:31]=[CH:30][C:21]([O:22][C:23]2[CH:29]=[CH:28][C:26]([NH:27][C:14]([C@@H:9]3[CH2:10][C@@H:11]([OH:13])[CH2:12][N:8]3[C:6]([O:5][C:1]([CH3:2])([CH3:3])[CH3:4])=[O:7])=[O:16])=[CH:25][CH:24]=2)=[CH:20][CH:19]=1. Reported procedure: Proceeding as in Reference 5, but substituting (2S,4R)-1-(tert-butoxycarbonyl)-4-hydroxypyrrolidine-2-carboxylic acid and 4-(4-fluorophenoxy)aniline, gave (2S,4R)-tert-butyl 2-(4-(4-fluorophenoxy)phenylcarbamoyl)-4-hydroxypyrrolidine-1-carboxylate. Reactants: BrC1=C(C=C(C(=C1)F)C)O (2-bromo-4-fluoro-5-methylphenol), BrC1=C(C=C(C=C1)F)O[C@@H](C)CC=C ((S)-1-bromo-4-fluoro-2-(pent-4-en-2-yloxy)benzene). Yields the product BrC1=C(C=C(C(=C1)F)C)O[C@@H](C)CC=C ((S)-1-Bromo-5-fluoro-4-methyl-2-(pent-4-en-2-yloxy)benzene). Yield: 59.0%. RXN SMILES: [Br:1][C:2]1[CH:7]=[C:6]([F:8])[C:5]([CH3:9])=[CH:4][C:3]=1[OH:10].Br[C:12]1[CH:17]=[CH:16]C(F)=[CH:14][C:13]=1O[C@H](CC=C)C>>[Br:1][C:2]1[CH:7]=[C:6]([F:8])[C:5]([CH3:9])=[CH:4][C:3]=1[O:10][C@H:17]([CH2:12][CH:13]=[CH2:14])[CH3:16]. Reported procedure: Prepared in 59% yield from 2-bromo-4-fluoro-5-methylphenol following the same procedure as (S)-1-bromo-4-fluoro-2-(pent-4-en-2-yloxy)benzene. 1H NMR (400 MHz, CDCl3) δ 7.21 (d, J=8.8 Hz, 1H), 6.75 (d, J=6.8 Hz, 1H), 5.91 (ddt, J=17.2, 10.2, 7.2 Hz, 1H), 5.20-5.07 (m, 2H), 4.42-4.26 (m, 1H), 2.60-2.48 (m, 1H), 2.45-2.37 (m, 1H), 2.23 (d, J=1.8 Hz, 3H), 1.33 (d, J=6.3 Hz, 3H).